From a dataset of the Open Reaction Database (ORD), a public repository of structured organic reaction records. describe an organic reaction: reactants, conditions, products, and yield Reactants: CCO, COc1ccc2nc(Cl)c(C=O)cc2c1, Cl, NO, O. Yields the product COc1ccc2nc(Cl)c(C=NO)cc2c1. Reaction SMILES: [CH3:20][CH2:21][OH:22].[Cl:4][c:5]1[n:6][c:7]2[cH:8][cH:9][c:10]([O:17][CH3:18])[cH:11][c:12]2[cH:13][c:14]1[CH:15]=[O:16].[ClH:1].[NH2:2][OH:3].[OH2:19]>>[N:2]([OH:3])=[CH:15][c:14]1[c:5]([Cl:4])[n:6][c:7]2[cH:8][cH:9][c:10]([O:17][CH3:18])[cH:11][c:12]2[cH:13]1. Reactants: COc1cc(OC)cc(C(=O)CN2CCCC2c2cccc(OCCCN3CCCCC3)c2)c1, CO, ClCCl, N. Product: COc1cc(OC)cc(C2CN3CCCC3c3cc(OCCCN4CCCCC4)ccc32)c1. Reaction SMILES: [CH3:1][O:2][c:3]1[cH:4][c:5]([C:11]([CH2:12][N:13]2[CH:14]([c:18]3[cH:19][c:20]([O:24][CH2:25][CH2:26][CH2:27][N:28]4[CH2:29][CH2:30][CH2:31][CH2:32][CH2:33]4)[cH:21][cH:22][cH:23]3)[CH2:15][CH2:16][CH2:17]2)=[O:34])[cH:6][c:7]([O:9][CH3:10])[cH:8]1.[CH3:36][OH:37].[Cl:38][CH2:39][Cl:40].[NH3:35]>>[CH3:1][O:2][c:3]1[cH:4][c:5]([CH:11]2[CH2:12][N:13]3[CH:14]([CH2:15][CH2:16][CH2:17]3)[c:18]3[cH:19][c:20]([O:24][CH2:25][CH2:26][CH2:27][N:28]4[CH2:29][CH2:30][CH2:31][CH2:32][CH2:33]4)[cH:21][cH:22][c:23]32)[cH:6][c:7]([O:9][CH3:10])[cH:8]1. The reactants are O=C1C(CN(C2=C(N1)C=CC=C2)C2CCCCC2)NC(=O)OC(C)(C)C ((±)-2-oxo-3-tert-butoxycarbonylamino-5-cyclohexyl-1,3,4,5-tetrahydro-2H-1,5-benzodiazepine), C(C)(C)(C)C(=O)CBr (bromomethyl tert-butyl ketone), C([O-])([O-])=O.[K+].[K+] (potassium carbonate), [I-].[K+] (potassium iodide), ice water. The reagents and catalysts are [Br-].C(CCC)[N+](CCCC)(CCCC)CCCC (tetra (n-butyl) ammonium bromide). Run in CS(=O)C (dimethyl sulfoxide). Run at time 1 hour. The product is C(C)(C)(C)C(=O)CN1C(C(CN(C2=C1C=CC=C2)C2CCCCC2)NC(=O)OC(C)(C)C)=O ((±)-1-tert-butylcarbonylmethyl-2-oxo-3-tert-butoxycarbonylamino-5-cyclohexyl-1,3,4,5-tetrahydro-2H -1,5-benzodiazepine). As a reaction SMILES: [O:1]=[C:2]1[NH:8][C:7]2[CH:9]=[CH:10][CH:11]=[CH:12][C:6]=2[N:5]([CH:13]2[CH2:18][CH2:17][CH2:16][CH2:15][CH2:14]2)[CH2:4][CH:3]1[NH:19][C:20]([O:22][C:23]([CH3:26])([CH3:25])[CH3:24])=[O:21].[C:27]([C:31]([CH2:33]Br)=[O:32])([CH3:30])([CH3:29])[CH3:28].C(=O)([O-])[O-].[K+].[K+].[I-].[K+]>CS(C)=O.[Br-].C([N+](CCCC)(CCCC)CCCC)CCC>[C:27]([C:31]([CH2:33][N:8]1[C:7]2[CH:9]=[CH:10][CH:11]=[CH:12][C:6]=2[N:5]([CH:13]2[CH2:18][CH2:17][CH2:16][CH2:15][CH2:14]2)[CH2:4][CH:3]([NH:19][C:20]([O:22][C:23]([CH3:26])([CH3:25])[CH3:24])=[O:21])[C:2]1=[O:1])=[O:32])([CH3:30])([CH3:29])[CH3:28] |f:2.3.4,5.6,8.9|. Reported procedure: To a solution of (±)-2-oxo-3-tert-butoxycarbonylamino-5-cyclohexyl-1,3,4,5-tetrahydro-2H-1,5-benzodiazepine (3.35 g) in dimethyl sulfoxide (30 mL), bromomethyl tert-butyl ketone (2 g), potassium carbonate (1.55 g), potassium iodide (125mg) and tetra (n-butyl) ammonium bromide (120mg) were added, followed by stirring at room temperature for 1 hour. The reaction mixture was poured into ice water, followed by extraction with ethyl acetate. The organic layer was washed with brine and then dried over... The reactants are [Cl-].[NH4+] (ammonium chloride), FC(OC1=CC=C(C=C1)N=C=O)(F)F (4-(trifluoromethoxy)phenyl isocyanate), [Cl-].[NH4+] (ammonium chloride), C(C)OCC (diethyl ether), CC(C)([O-])C.[K+] (potassium tert-butoxide). Run in O (water), C1CCOC1 (THF), C1CCOC1 (THF). Reaction conditions: time 7 hour. The product is C(C)(C)(C)OC(NC1=CC=C(C=C1)OC(F)(F)F)=O ((4-trifluoromethoxy-phenyl)-carbamic Acid tert-butyl Ester). Yield: 87.9%. RXN SMILES: [F:1][C:2]([F:14])([F:13])[O:3][C:4]1[CH:9]=[CH:8][C:7]([N:10]=[C:11]=[O:12])=[CH:6][CH:5]=1.[CH3:15][C:16]([CH3:19])([O-:18])[CH3:17].[K+].[Cl-].[NH4+].C(OCC)C>C1COCC1.O>[C:16]([O:18][C:11](=[O:12])[NH:10][C:7]1[CH:8]=[CH:9][C:4]([O:3][C:2]([F:1])([F:14])[F:13])=[CH:5][CH:6]=1)([CH3:19])([CH3:17])[CH3:15] |f:1.2,3.4|. Reported procedure: A solution of 4-(trifluoromethoxy)phenyl isocyanate (9.75 g, 48.0 mMol) in THF (100 mL) was cooled to 0° C., and a 1.0 M THF solution of potassium tert-butoxide (53 mL, 53 mMol) was added dropwise. The mixture was allowed to warm to room temperature, and stirred for 7 hours. The solution was poured into a mixture of saturated ammonium chloride solution (200 mL), and diethyl ether (200 mL). Enough water was added to redissolve the ammonium chloride that had crashed out, the mixture was shaken in ... The reactants are CC1(CC1)C=1C=C(N(N1)C1=CC=C(C=C1)C)NC(=O)NC=1C=NC(=CC1)N1CCNCC1 (1-[5-(1-methyl-cyclopropyl)-2-p-tolyl-2H-pyrazol-3-yl]-3-(6-piperazin-1-yl-pyridin-3-yl)-urea), CC(C(=O)O)(CCC)C (2,2-dimethyl pentanoic acid), Cl.CN(CCCN=C=NCC)C (N-(3-dimethylaminopropyl)-N′-ethylcarbodiimide hydrochloride). Reagents/catalysts: CN(C)C=1C=CN=CC1 (DMAP). Solvent: ClCCl (dichloromethane). Run at time 48 hour. The product is CC(C(=O)N1CCN(CC1)C1CCC(CN1)NC(=O)NC=1N(N=C(C1)C1(CC1)C)C1=CC=C(C=C1)C)(CCC)C (1-{6-[4-(2,2-Dimethyl-pentanoyl)-piperazin-1-yl]-piperidin-3-yl}-3-[5-(1-methyl-cyclopropyl)-2-p-tolyl-2H-pyrazol-3-yl]-urea). RXN SMILES: [CH3:1][C:2]1([C:5]2[CH:6]=[C:7]([NH:17][C:18]([NH:20][C:21]3[CH:22]=[N:23][C:24]([N:27]4[CH2:32][CH2:31][NH:30][CH2:29][CH2:28]4)=[CH:25][CH:26]=3)=[O:19])[N:8]([C:10]3[CH:15]=[CH:14][C:13]([CH3:16])=[CH:12][CH:11]=3)[N:9]=2)[CH2:4][CH2:3]1.[CH3:33][C:34]([CH3:41])([CH2:38][CH2:39][CH3:40])[C:35](O)=[O:36].Cl.CN(C)CCCN=C=NCC>CN(C1C=CN=CC=1)C.ClCCl>[CH3:33][C:34]([CH3:41])([CH2:38][CH2:39][CH3:40])[C:35]([N:30]1[CH2:31][CH2:32][N:27]([CH:24]2[NH:23][CH2:22][CH:21]([NH:20][C:18]([NH:17][C:7]3[N:8]([C:10]4[CH:15]=[CH:14][C:13]([CH3:16])=[CH:12][CH:11]=4)[N:9]=[C:5]([C:2]4([CH3:1])[CH2:3][CH2:4]4)[CH:6]=3)=[O:19])[CH2:26][CH2:25]2)[CH2:28][CH2:29]1)=[O:36] |f:2.3|. Procedure details: Treat a solution or slurry of the 1-[5-(1-methyl-cyclopropyl)-2-p-tolyl-2H-pyrazol-3-yl]-3-(6-piperazin-1-yl-pyridin-3-yl)-urea (Preparation 5, 1 equiv., 0.1510 g), 2,2-dimethyl pentanoic acid (1.15 equiv., 0.0521 g) and catalytic DMAP (ca. 0.1 equiv., 0.049 g) in dichloromethane (ca. 0.1 M, 5 mL) with N-(3-dimethylaminopropyl)-N′-ethylcarbodiimide hydrochloride (EDC1.15 equiv., 0.0767 g). Agitate the resulting mixture at ambient temperature for 48 hours then wash with saturated aq. sodium bicar... Reactants: C(C)(C)(C)OC(=O)N[C@H](C(=O)O[C@H]1CC[C@@]2([C@H]3CC[C@@]4([C@H](CC[C@@]4([C@@H]3CC[C@@H]2C1)O)C=1C=CC(OC1)=O)C)C)C(C)C ((S)-((3S,5R,8R,9S,10S,13R,14S,17R)-14-hydroxy-10,13-dimethyl-17-(2-oxo-2H-pyran-5-yl)hexadecahydro-1H-cyclopenta[a]phenanthren-3-yl) 2-(tert-butoxy carbonylamino)-3-methylbutanoate), Cl (HCl). The solvent is CCOC(=O)C (EtOAc). Run at time 2 hour. Yields the product N[C@H](C(=O)O[C@H]1CC[C@@]2([C@H]3CC[C@@]4([C@H](CC=C4[C@@H]3CC[C@@H]2C1)C=1C=CC(OC1)=O)C)C)C(C)C ((S)-((3S,5R,8R,9S,10S,13R,17S)-10,13-dimethyl-17-(2-oxo-2H-pyran-5-yl)-2,3,4,5,6,7,8,9,10,11,12,13,16,17-tetradecahydro-1H-cyclopenta[a]phenanthren-3-yl) 2-amino-3-methylbutanoate). Isolated yield 53.3%. RXN SMILES: C(OC([NH:8][C@@H:9]([CH:40]([CH3:42])[CH3:41])[C:10]([O:12][C@@H:13]1[CH2:29][C@@H:28]2[C@@:16]([CH3:39])([C@@H:17]3[C@@H:25]([CH2:26][CH2:27]2)[C@:24]2(O)[C@@:20]([CH3:38])([C@@H:21]([C:31]4[CH:32]=[CH:33][C:34](=[O:37])[O:35][CH:36]=4)[CH2:22][CH2:23]2)[CH2:19][CH2:18]3)[CH2:15][CH2:14]1)=[O:11])=O)(C)(C)C.Cl>CCOC(C)=O>[NH2:8][C@@H:9]([CH:40]([CH3:42])[CH3:41])[C:10]([O:12][C@@H:13]1[CH2:29][C@@H:28]2[C@@:16]([CH3:39])([C@@H:17]3[C@@H:25]([CH2:26][CH2:27]2)[C:24]2[C@@:20]([CH3:38])([C@@H:21]([C:31]4[CH:32]=[CH:33][C:34](=[O:37])[O:35][CH:36]=4)[CH2:22][CH:23]=2)[CH2:19][CH2:18]3)[CH2:15][CH2:14]1)=[O:11]. Procedure: To a solution of (S)-((3S,5R,8R,9S,10S,13R,14S,17R)-14-hydroxy-10,13-dimethyl-17-(2-oxo-2H-pyran-5-yl)hexadecahydro-1H-cyclopenta[a]phenanthren-3-yl) 2-(tert-butoxy carbonylamino)-3-methylbutanoate (38 mg, 0.065 mmol, 1 eq) in EtOAc (3 mL) was added HCl (4 M in EtOAc, 3 mL) in drops at 0° C. The resulting mixture was warmed to room temperature after 30 min and stirred for 2 h. The mixture was quenched with saturated NaHCO3 solution and extracted with EtOAc (20 mL×3). The organic layer was washed... The reactants are FC1=C(C=CC(=C1)F)NS(=O)(=O)C1CCCC=C1C(=O)OCC (ethyl 6-[N-(2, 4-difluorophenyl)sulfamoyl]-1-cyclohexene-1-carboxylate), FC1=C(C=CC(=C1)F)NS(=O)(=O)C1CCCC=C1C(=O)OCC (ethyl 6-[N-(2, 4-difluorophenyl)sulfamoyl]-1-cyclohexene-1-carboxylate), S(O)(O)(=O)=O (sulfuric acid). Run in CO (methanol). Yields the product FC1=C(C=CC(=C1)F)NS(=O)(=O)C1CCCC=C1C(=O)OC (methyl 6-[N-(2,4-difluorophenyl)sulfamoyl]-1-cyclohexene-1-carboxylate). Isolated yield 33.0%. As a reaction SMILES: [F:1][C:2]1[CH:7]=[C:6]([F:8])[CH:5]=[CH:4][C:3]=1[NH:9][S:10]([CH:13]1[C:18]([C:19]([O:21][CH2:22]C)=[O:20])=[CH:17][CH2:16][CH2:15][CH2:14]1)(=[O:12])=[O:11].S(=O)(=O)(O)O>CO>[F:1][C:2]1[CH:7]=[C:6]([F:8])[CH:5]=[CH:4][C:3]=1[NH:9][S:10]([CH:13]1[C:18]([C:19]([O:21][CH3:22])=[O:20])=[CH:17][CH2:16][CH2:15][CH2:14]1)(=[O:11])=[O:12]. Procedure: To a solution of ethyl 6-[N-(2,4-difluorophenyl)sulfamoyl]-1-cyclohexene-1-carboxylate (Compound 3, 300 mg) obtained in Example 3 in methanol (6 ml), concentrated sulfuric acid (0.4 ml) was added and the mixture was stirred under reflux for 8 days. The reaction mixture was concentrated under reduced pressure and diluted with ethyl acetate (30 ml) and washed with water (30 ml). The ethyl acetate layer was washed with water (30 ml×2) and dried over anhydrous magnesium sulfate and the solvent was d... The reactants are Cl, CC(=O)C1=CCC2C3CCC4CC(OS(=O)(=O)c5ccc(C)cc5)CCC4(C)C3CCC12C, Cc1cc(C)nc(C)c1. Yields the product CC(=O)C1=CCC2C3CCC4CC=CCC4(C)C3CCC12C. As a reaction SMILES: [ClH:43].[c:1]1([CH3:2])[cH:3][cH:4][c:5]([S:6]([O:7][CH:11]2[CH2:12][CH:13]3[CH2:14][CH2:15][CH:16]4[CH:17]5[CH2:18][CH:19]=[C:20]([C:21]([CH3:22])=[O:23])[C:24]5([CH3:32])[CH2:25][CH2:26][CH:27]4[C:28]3([CH3:31])[CH2:29][CH2:30]2)(=[O:8])=[O:9])[cH:10][cH:33]1.[n:34]1[c:35]([CH3:36])[cH:37][c:38]([CH3:39])[cH:40][c:41]1[CH3:42]>>[CH:11]1=[CH:30][CH2:29][C:28]2([CH3:31])[CH:13]([CH2:12]1)[CH2:14][CH2:15][CH:16]1[CH:17]3[CH2:18][CH:19]=[C:20]([C:21]([CH3:22])=[O:23])[C:24]3([CH3:32])[CH2:25][CH2:26][CH:27]12.